This data is from the Open Reaction Database (ORD), a public repository of structured organic reaction records. The task is: describe an organic reaction: reactants, conditions, products, and yield The reactants are N[C@@H](CCCNC(N)=N)C(=O)N[C@@H](CCCNC(N)=N)C(=O)N1[C@H](C(=O)N[C@@H](CC2=CC=CC=C2)C(=O)N[C@@H](CC2=CNC=N2)C(=O)N[C@@H](CC(C)C)[C@@H](O)CC(=O)N(C)CC(=O)N[C@@H](CC2=CNC=N2)C(=O)N[C@@H](CCCCNC(=O)OC(C)(C)C)C(=O)OC)CCC1 (H-Arg-Arg-Pro-Phe-His-Sta-Sar-His-Lys(Boc)-OMe), C(C)(C)OC(C)C (diisopropyl ether). Run in C(=O)(C(F)(F)F)O (TFA). Run at time 25 minute. Yields the product N[C@@H](CCCNC(N)=N)C(=O)N[C@@H](CCCNC(N)=N)C(=O)N1[C@H](C(=O)N[C@@H](CC2=CC=CC=C2)C(=O)N[C@@H](CC2=CNC=N2)C(=O)N[C@@H](CC(C)C)[C@@H](O)CC(=O)N(C)CC(=O)N[C@@H](CC2=CNC=N2)C(=O)N[C@@H](CCCCN)C(=O)OC)CCC1 (H-Arg-Arg-Pro-Phe-His-Sta-Sar-His-Lys-OMe). As a reaction SMILES: [NH2:1][C@H:2]([C:10]([NH:12][C@H:13]([C:21]([N:23]1[CH2:94][CH2:93][CH2:92][C@H:24]1[C:25]([NH:27][C@H:28]([C:36]([NH:38][C@H:39]([C:46]([NH:48][C@H:49]([C@H:54]([CH2:56][C:57]([N:59]([CH2:61][C:62]([NH:64][C@H:65]([C:72]([NH:74][C@H:75]([C:88]([O:90][CH3:91])=[O:89])[CH2:76][CH2:77][CH2:78][CH2:79][NH:80]C(OC(C)(C)C)=O)=[O:73])[CH2:66][C:67]1[N:71]=[CH:70][NH:69][CH:68]=1)=[O:63])[CH3:60])=[O:58])[OH:55])[CH2:50][CH:51]([CH3:53])[CH3:52])=[O:47])[CH2:40][C:41]1[N:45]=[CH:44][NH:43][CH:42]=1)=[O:37])[CH2:29][C:30]1[CH:35]=[CH:34][CH:33]=[CH:32][CH:31]=1)=[O:26])=[O:22])[CH2:14][CH2:15][CH2:16][NH:17][C:18](=[NH:20])[NH2:19])=[O:11])[CH2:3][CH2:4][CH2:5][NH:6][C:7](=[NH:9])[NH2:8].C(OC(C)C)(C)C>C(O)(C(F)(F)F)=O>[NH2:1][C@H:2]([C:10]([NH:12][C@H:13]([C:21]([N:23]1[CH2:94][CH2:93][CH2:92][C@H:24]1[C:25]([NH:27][C@H:28]([C:36]([NH:38][C@H:39]([C:46]([NH:48][C@H:49]([C@H:54]([CH2:56][C:57]([N:59]([CH2:61][C:62]([NH:64][C@H:65]([C:72]([NH:74][C@H:75]([C:88]([O:90][CH3:91])=[O:89])[CH2:76][CH2:77][CH2:78][CH2:79][NH2:80])=[O:73])[CH2:66][C:67]1[N:71]=[CH:70][NH:69][CH:68]=1)=[O:63])[CH3:60])=[O:58])[OH:55])[CH2:50][CH:51]([CH3:53])[CH3:52])=[O:47])[CH2:40][C:41]1[N:45]=[CH:44][NH:43][CH:42]=1)=[O:37])[CH2:29][C:30]1[CH:31]=[CH:32][CH:33]=[CH:34][CH:35]=1)=[O:26])=[O:22])[CH2:14][CH2:15][CH2:16][NH:17][C:18](=[NH:19])[NH2:20])=[O:11])[CH2:3][CH2:4][CH2:5][NH:6][C:7](=[NH:8])[NH2:9]. Reported procedure: 77 mg of H-Arg-Arg-Pro-Phe-His-Sta-Sar-His-Lys(Boc)-OMe (from Example 17) are dissolved in 0.4 ml of 95% strength TFA and left to stand for 25 minutes. By adding 5 ml of diisopropyl ether and filtering off the precipitate, H-Arg-Arg-Pro-Phe-His-Sta-Sar-His-Lys-OMe is obtained in the form of an amorphous, hygroscopic powder; Rf (D)=0.04; Rf (M)=0.04; Rf (O)=0.05. Starting materials: O=C([O-])[O-], CCCCCC, CS(C)=O, [K+], [K+], NCc1ccccc1, O, ClCCCCOc1ccc2ccccc2c1, c1ccccc1. The product is c1ccc(CNCCCCOc2ccc3ccccc3c2)cc1. RXN SMILES: [C:1](=[O:2])([O-:3])[O-:4].[CH3:31][CH2:32][CH2:33][CH2:34][CH2:35][CH3:36].[CH3:43][S:44]([CH3:45])=[O:46].[K+:5].[K+:6].[NH2:7][CH2:8][c:9]1[cH:10][cH:11][cH:12][cH:13][cH:14]1.[OH2:47].[cH:15]1[c:16]([O:25][CH2:26][CH2:27][CH2:28][CH2:29][Cl:30])[cH:17][cH:18][c:19]2[cH:20][cH:21][cH:22][cH:23][c:24]12.[cH:37]1[cH:38][cH:39][cH:40][cH:41][cH:42]1>>[NH:7]([CH2:8][c:9]1[cH:10][cH:11][cH:12][cH:13][cH:14]1)[CH2:29][CH2:28][CH2:27][CH2:26][O:25][c:16]1[cH:15][c:24]2[c:19]([cH:18][cH:17]1)[cH:20][cH:21][cH:22][cH:23]2.